Task: describe an organic reaction: reactants, conditions, products, and yield. Dataset: the Open Reaction Database (ORD), a public repository of structured organic reaction records Reactants: C1(=CC=CC=C1)P(C1=CC=CC=C1)C1=CC=CC=C1 (triphenylphosphine), BrBr (bromine). The solvent is C(Cl)Cl (methylene chloride), C(Cl)Cl (methylene chloride). The product is C1(=CC=CC=C1)P(C1=CC=CC=C1)C1=CC=CC=C1.BrBr (triphenylphosphine bromine). Reaction SMILES: [C:1]1([P:7]([C:14]2[CH:19]=[CH:18][CH:17]=[CH:16][CH:15]=2)[C:8]2[CH:13]=[CH:12][CH:11]=[CH:10][CH:9]=2)[CH:6]=[CH:5][CH:4]=[CH:3][CH:2]=1.[Br:20][Br:21]>C(Cl)Cl>[C:14]1([P:7]([C:1]2[CH:2]=[CH:3][CH:4]=[CH:5][CH:6]=2)[C:8]2[CH:13]=[CH:12][CH:11]=[CH:10][CH:9]=2)[CH:15]=[CH:16][CH:17]=[CH:18][CH:19]=1.[Br:20][Br:21] |f:3.4|. Procedure: A solution of 2.6 g of triphenylphosphine in 30 ml of methylene chloride was treated dropwise at 0° C. with a solution of 0.519 ml of bromine in 20 ml of methylene chloride until a slight yellow colour persisted. The yellow suspension obtained was cautiously concentrated to dryness on a rotary evaporator and the yellowish, crystalline residue was dried in a high vacuum (0.5 Torr) at room temperature for 1 hour. The triphenylphosphine-bromine obtained was suspended in 50 ml of toluene and the sus... Reactants: ClCCl, CC(C)(C)OC(=O)N1CCN(c2ccc(OC(F)(F)C(F)F)cc2)CC1, O=C(O)C(F)(F)F. Yields the product FC(F)C(F)(F)Oc1ccc(N2CCNCC2)cc1. Reaction SMILES: [Cl:34][CH2:35][Cl:36].[F:1][C:2]([CH:3]([F:4])[F:5])([O:6][c:7]1[cH:8][cH:9][c:10]([N:13]2[CH2:14][CH2:15][N:16]([C:19]([O:20][C:21]([CH3:22])([CH3:23])[CH3:24])=[O:25])[CH2:17][CH2:18]2)[cH:11][cH:12]1)[F:26].[F:27][C:28]([F:29])([F:30])[C:31]([OH:32])=[O:33]>>[F:1][C:2]([CH:3]([F:4])[F:5])([O:6][c:7]1[cH:8][cH:9][c:10]([N:13]2[CH2:14][CH2:15][NH:16][CH2:17][CH2:18]2)[cH:11][cH:12]1)[F:26]. Starting materials: Cl.ClC=1NC(C2=C(N1)N=C(C=C2)C)=O (2-chloro-7-methyl-3H-pyrido[2,3-d]pyrimidin-4-one hydrochloride), C1(=CC=CC=C1)CCCCCO (5-phenyl-1-pentanol), CC(C)(C)[O-].[K+] (potassium tert-butylate). Solvent: CS(=O)C (DMSO). Product: CC=1C=CC2=C(N=C(NC2=O)OCCCCCC2=CC=CC=C2)N1 (7-methyl-2-(5-phenyl-pentyloxy)-3H-pyrido[2,3-d]pyrimidin-4-one). Reaction SMILES: Cl.Cl[C:3]1[NH:4][C:5](=[O:14])[C:6]2[CH:12]=[CH:11][C:10]([CH3:13])=[N:9][C:7]=2[N:8]=1.[C:15]1([CH2:21][CH2:22][CH2:23][CH2:24][CH2:25][OH:26])[CH:20]=[CH:19][CH:18]=[CH:17][CH:16]=1.CC([O-])(C)C.[K+]>CS(C)=O>[CH3:13][C:10]1[CH:11]=[CH:12][C:6]2[C:5](=[O:14])[NH:4][C:3]([O:26][CH2:25][CH2:24][CH2:23][CH2:22][CH2:21][C:15]3[CH:16]=[CH:17][CH:18]=[CH:19][CH:20]=3)=[N:8][C:7]=2[N:9]=1 |f:0.1,3.4|. Procedure details: In analogy to the procedure described in example 97.3, 2-chloro-7-methyl-3H-pyrido[2,3-d]pyrimidin-4-one hydrochloride was reacted with 5-phenyl-1-pentanol in DMSO in the presence of molecular sieves and potassium tert-butylate to give 7-methyl-2-(5-phenyl-pentyloxy)-3H-pyrido[2,3-d]pyrimidin-4-one as yellow crystals. MS: m/e=324.4 [M+H+]. Reactants: NC1(CCCCC1)C(=O)O (1-aminocyclohexane-1-carboxylic acid), ClC(=O)OC (methyl chloroformate), [OH-].[Na+] (sodium hydroxide). Solvent: C1CCOC1 (THF), O (water), O (water), C1CCOC1 (THF). Run at time 30 minute. Product: COC(=O)NC1(CCCCC1)C(=O)O (1-methoxycarbonylaminocyclohexane-1-carboxylic acid). The yield is 85.0%. Reaction SMILES: [NH2:1][C:2]1([C:8]([OH:10])=[O:9])[CH2:7][CH2:6][CH2:5][CH2:4][CH2:3]1.Cl[C:12]([O:14][CH3:15])=[O:13].[OH-].[Na+]>C1COCC1.O>[CH3:15][O:14][C:12]([NH:1][C:2]1([C:8]([OH:10])=[O:9])[CH2:7][CH2:6][CH2:5][CH2:4][CH2:3]1)=[O:13] |f:2.3|. Reported procedure: A suspension of 39.9 g (279 mmol) of 1-aminocyclohexane-1-carboxylic acid in a mixture of 75 ml of THF and 75 ml of water was treated dropwise with 23.8 ml of methyl chloroformate, dissolved in 40 ml of THF, such that the temperature of the suspension did not rise above 50° C. In the course of this, the pH of the solution was kept between 8.5 and 9.5 by addition of 25% strength sodium hydroxide solution. After stirring at pH 8 for 30 minutes, the mixture was diluted with water, the THF was remov... Starting materials: BrC(C(=O)C1=CC(=C(C=C1)F)F)C (2-bromo-3',4'-difluoropropiophenone), C[C@H](CO)N (R-2-amino-1-propanol), N1=C(C=CC=C1C)C (2,6-lutidine). The solvent is C(C)#N (acetonitrile). The product is Br.FC=1C=C(C=CC1F)[C@]1([C@@H](N[C@@H](CO1)C)C)O ((2S,3S,5R)-2-(3,4-difluorophenyl)-3,5-dimethyl-2-morpholinol hydrobromide). The yield is 43.7%. RXN SMILES: [Br:1][CH:2]([CH3:13])[C:3]([C:5]1[CH:10]=[CH:9][C:8]([F:11])=[C:7]([F:12])[CH:6]=1)=[O:4].C[C@@H](N)C[OH:17].[N:19]1C(C)=CC=[CH:21][C:20]=1[CH3:26]>C(#N)C>[BrH:1].[F:12][C:7]1[CH:6]=[C:5]([C@:3]2([OH:17])[O:4][CH2:21][C@@H:20]([CH3:26])[NH:19][C@H:2]2[CH3:13])[CH:10]=[CH:9][C:8]=1[F:11] |f:4.5|. Procedure details: To a solution of 2-bromo-3',4'-difluoropropiophenone (47.3 g, 0.19 mole) in acetronitrile (100 ml) was added a solution of R-2-amino-1-propanol (Aldrich Chemical Co., Milwaukee, Wis. 53233) (15 g, 0.20 mole) and 2,6-lutidine (23.6 g, 0.22 mole) in acetonitrile (50 ml). The reaction was worked up as in Example 1 to give 26.9 g of (2S,3S,5R)-2-(3,4-difluorophenyl)-3,5-dimethyl-2-morpholinol hydrobromide.